From a dataset of the Open Reaction Database (ORD), a public repository of structured organic reaction records. describe an organic reaction: reactants, conditions, products, and yield The reactants are CN(C)C=O, CC(C)[Si](Cl)(C(C)C)C(C)C, O=c1[nH]c2cc(Cl)c(O)cc2o1, c1c[nH]cn1. The product is CC(C)[Si](Oc1cc2oc(=O)[nH]c2cc1Cl)(C(C)C)C(C)C. RXN SMILES: [CH3:29][N:30]([CH3:31])[CH:32]=[O:33].[CH:18]([CH3:19])([CH3:20])[Si:21]([CH:22]([CH3:23])[CH3:24])([CH:25]([CH3:26])[CH3:27])[Cl:28].[Cl:1][c:2]1[c:3]([OH:12])[cH:4][c:5]2[c:6]([nH:7][c:8](=[O:10])[o:9]2)[cH:11]1.[nH:13]1[cH:14][cH:15][n:16][cH:17]1>>[Cl:1][c:2]1[c:3]([O:12][Si:21]([CH:18]([CH3:19])[CH3:20])([CH:22]([CH3:23])[CH3:24])[CH:25]([CH3:26])[CH3:27])[cH:4][c:5]2[c:6]([nH:7][c:8](=[O:10])[o:9]2)[cH:11]1. Reactants: NC1=C(C(=O)OC(C)(C)C)C=CC(=C1)N1CCC2=CC=CC=C12 (tert-butyl 2-amino-4-(indolin-1-yl)benzoate), BrC=1C=CC2=C(C=CS2)C1 (5-bromobenzothiophene), C([O-])([O-])=O.[Cs+].[Cs+] (cesium carbonate), C1(CCCCC1)P(C1=C(C=CC=C1)C1=C(C=C(C=C1C(C)C)C(C)C)C(C)C)C1CCCCC1 (2-dicyclohexylphosphino-2′,4′,6′-triisopropylbiphenyl), BrC=1C=CC2=C(C=CS2)C1 (5-Bromobenzothiophene), C([O-])([O-])=O.[Cs+].[Cs+] (cesium carbonate), C1(CCCCC1)P(C1=C(C=CC=C1)C1=C(C=C(C=C1C(C)C)C(C)C)C(C)C)C1CCCCC1 (2-dicyclohexylphosphino-2′,4′,6′-triisopropylbiphenyl), C1(CCCCC1)P(C1=C(C=CC=C1)C1=C(C=C(C=C1C(C)C)C(C)C)C(C)C)C1CCCCC1 (2-dicyclohexylphosphino-2′,4′,6′-triisopropylbiphenyl). Reagents/catalysts: C=1C=CC(=CC1)/C=C/C(=O)/C=C/C2=CC=CC=C2.C=1C=CC(=CC1)/C=C/C(=O)/C=C/C2=CC=CC=C2.C=1C=CC(=CC1)/C=C/C(=O)/C=C/C2=CC=CC=C2.[Pd].[Pd] (tris(dibenzylideneacetone)dipalladium(0)), C(C)(=O)[O-].[Pd+2].C(C)(=O)[O-] (palladium acetate), C=1C=CC(=CC1)/C=C/C(=O)/C=C/C2=CC=CC=C2.C=1C=CC(=CC1)/C=C/C(=O)/C=C/C2=CC=CC=C2.C=1C=CC(=CC1)/C=C/C(=O)/C=C/C2=CC=CC=C2.[Pd].[Pd] (tris(dibenzylideneacetone)dipalladium(0)), C(C)(=O)[O-].[Pd+2].C(C)(=O)[O-] (palladium acetate), C=1C=CC(=CC1)/C=C/C(=O)/C=C/C2=CC=CC=C2.C=1C=CC(=CC1)/C=C/C(=O)/C=C/C2=CC=CC=C2.C=1C=CC(=CC1)/C=C/C(=O)/C=C/C2=CC=CC=C2.[Pd].[Pd] (Tris(dibenzylideneacetone)dipalladium(0)), C(C)(=O)[O-].[Pd+2].C(C)(=O)[O-] (palladium acetate). Run in C1(=CC=CC=C1)C (toluene). Reaction conditions: temperature 110 celsius, time 12 hour. Yields the product S1C=CC2=C1C=CC(=C2)NC2=C(C(=O)OC(C)(C)C)C=CC(=C2)N2CCC1=CC=CC=C21 (tert-butyl 2-((benzothiophen-5-yl)amino)-4-(indolin-1-yl)benzoate). Reaction SMILES: [NH2:1][C:2]1[CH:14]=[C:13]([N:15]2[C:23]3[C:18](=[CH:19][CH:20]=[CH:21][CH:22]=3)[CH2:17][CH2:16]2)[CH:12]=[CH:11][C:3]=1[C:4]([O:6][C:7]([CH3:10])([CH3:9])[CH3:8])=[O:5].Br[C:25]1[CH:26]=[CH:27][C:28]2[S:32][CH:31]=[CH:30][C:29]=2[CH:33]=1.C(=O)([O-])[O-].[Cs+].[Cs+].C1(P(C2CCCCC2)C2C=CC=CC=2C2C(C(C)C)=CC(C(C)C)=CC=2C(C)C)CCCCC1>C1C=CC(/C=C/C(/C=C/C2C=CC=CC=2)=O)=CC=1.C1C=CC(/C=C/C(/C=C/C2C=CC=CC=2)=O)=CC=1.C1C=CC(/C=C/C(/C=C/C2C=CC=CC=2)=O)=CC=1.[Pd].[Pd].C([O-])(=O)C.[Pd+2].C([O-])(=O)C.C1(C)C=CC=CC=1>[S:32]1[C:28]2[CH:27]=[CH:26][C:25]([NH:1][C:2]3[CH:14]=[C:13]([N:15]4[C:23]5[C:18](=[CH:19][CH:20]=[CH:21][CH:22]=5)[CH2:17][CH2:16]4)[CH:12]=[CH:11][C:3]=3[C:4]([O:6][C:7]([CH3:10])([CH3:9])[CH3:8])=[O:5])=[CH:33][C:29]=2[CH:30]=[CH:31]1 |f:2.3.4,6.7.8.9.10,11.12.13|. Reported procedure: To toluene 3.0 mL solution of tert-butyl 2-amino-4-(indolin-1-yl)benzoate 0.12 g were added 5-bromobenzothiophene 0.21 g, cesium carbonate 0.26 g, tris(dibenzylideneacetone)dipalladium(0) 3.7 mg, palladium acetate 1.8 mg and 2-dicyclohexylphosphino-2′,4′,6′-triisopropylbiphenyl 9.5 mg at room temperature, and it was stirred at 110° C. for 12 hours. Tris(dibenzylideneacetone)dipalladium(0) 3.7 mg, palladium acetate 1.8 mg and 2-dicyclohexylphosphino-2′,4′,6′-triisopropylbiphenyl 9.5 mg were added... Reactants: O=C1NN=C(C=C1)C=1C(=NN2C1C=CC=C2)C2=CC=CC=C2 (3-(3-oxo-2,3-dihydropyridazin-6-yl)-2-phenylpyrazolo[1,5-a]pyridine), C(C=C)(=O)OC (methyl acrylate), [OH-].C[N+](CC1=CC=CC=C1)(C)C (trimethylbenzylammonium hydroxide), CO (methanol). Run in C(Cl)(Cl)Cl (chloroform). Product: COC(=O)CCN1N=C(C=CC1=O)C=1C(=NN2C1C=CC=C2)C2=CC=CC=C2 (3-[2-(2-methoxycarbonylethyl)-3-oxo-2,3-dihydropyridazin-6-yl]-2-phenylpyrazolo[1,5-a]pyridine). Yield: 66.3%. As a reaction SMILES: [O:1]=[C:2]1[CH:7]=[CH:6][C:5]([C:8]2[C:9]([C:17]3[CH:22]=[CH:21][CH:20]=[CH:19][CH:18]=3)=[N:10][N:11]3[CH:16]=[CH:15][CH:14]=[CH:13][C:12]=23)=[N:4][NH:3]1.[C:23]([O:27][CH3:28])(=[O:26])[CH:24]=[CH2:25].[OH-].C[N+](C)(C)CC1C=CC=CC=1.CO>C(Cl)(Cl)Cl>[CH3:28][O:27][C:23]([CH2:24][CH2:25][N:3]1[C:2](=[O:1])[CH:7]=[CH:6][C:5]([C:8]2[C:9]([C:17]3[CH:22]=[CH:21][CH:20]=[CH:19][CH:18]=3)=[N:10][N:11]3[CH:16]=[CH:15][CH:14]=[CH:13][C:12]=23)=[N:4]1)=[O:26] |f:2.3|. Procedure details: A mixture of 3-(3-oxo-2,3-dihydropyridazin-6-yl)-2-phenylpyrazolo[1,5-a]pyridine (0.43 g), methyl acrylate (1.29 g), 40% methanolic trimethylbenzylammonium hydroxide (0.4 ml) and methanol (2 ml) in chloroform (8 ml) was refluxed for 40 minutes and then evaporated in vacuo. To the residue were added methylene chloride (30 ml) and water (30 ml), and the organic layer was separated, dried over magnesium sulfate and evaporated in vacuo. The crystalline residue was recrystallized from a mixture of et... Starting materials: solution, C(CCC)[Li] (n-butyllithium), C1(=CC=C(C=C1)S(=O)(=O)NN=C1CCCCCCCC1)C (cyclononanone p-toluenesulfonyl hydrazone), CN(C)C=O (DMF), ice water. The solvent is CCCCCC (hexane), CCN(CC)CCN(CC)CC (N,N,N′,N′-tetraethylenediamine). Run at time 30 minute. The product is C1(=CCCCCCCC1)C=O (cyclononene-1-carbaldehyde). Reaction SMILES: C1(C)C=CC(S(NN=[C:12]2[CH2:20][CH2:19][CH2:18][CH2:17][CH2:16][CH2:15][CH2:14][CH2:13]2)(=O)=O)=CC=1.C([Li])CCC.CN([CH:30]=[O:31])C>CCN(CCN(CC)CC)CC.CCCCCC>[C:12]1([CH:30]=[O:31])[CH2:13][CH2:14][CH2:15][CH2:16][CH2:17][CH2:18][CH2:19][CH:20]=1. Procedure: To cyclononanone p-toluenesulfonyl hydrazone (2.0 g) suspended in N,N,N′,N′-tetraethylenediamine (20 ml) was added dropwise at −55° C. a 1.6 M solution of n-butyllithium in hexane (16.2 ml). The resulting mixture was stirred at room temperature for 30 minutes under an argon atmosphere, was then cooled with ice, was mixed with DMF (2.5 ml) and was stirred at room temperature for one hour. The reaction mixture was poured into ice water and was extracted with ethyl acetate. The organic layer was wa... Starting materials: ClC1=NN=C(C2=CC(=CC=C12)C#N)NCC1=CC(=C(C=C1)OC)Cl (1-Chloro-4-(3-chloro-4-methoxybenzyl)amino-6-cyanophthalazine), N1CCC(C(=O)OC(C)(C)C)CC1 (t-butyl isonipecotate), O (water). The solvent is CN1C(CCC1)=O (N-methyl-2-pyrrolidone). Run at temperature 170 celsius. The product is C(C)(C)(C)OC(=O)C1CCN(CC1)C1=NN=C(C2=CC(=CC=C12)C#N)NCC1=CC(=C(C=C1)OC)Cl (1-(4-tert-butoxycarbonyl-piperidino)-4-(3-chloro-4-methoxybenzyl)amino-6-cyanophthalazine). Isolated yield 56.6%. Reaction SMILES: Cl[C:2]1[C:11]2[C:6](=[CH:7][C:8]([C:12]#[N:13])=[CH:9][CH:10]=2)[C:5]([NH:14][CH2:15][C:16]2[CH:21]=[CH:20][C:19]([O:22][CH3:23])=[C:18]([Cl:24])[CH:17]=2)=[N:4][N:3]=1.[NH:25]1[CH2:37][CH2:36][CH:28]([C:29]([O:31][C:32]([CH3:35])([CH3:34])[CH3:33])=[O:30])[CH2:27][CH2:26]1.O>CN1CCCC1=O>[C:32]([O:31][C:29]([CH:28]1[CH2:36][CH2:37][N:25]([C:2]2[C:11]3[C:6](=[CH:7][C:8]([C:12]#[N:13])=[CH:9][CH:10]=3)[C:5]([NH:14][CH2:15][C:16]3[CH:21]=[CH:20][C:19]([O:22][CH3:23])=[C:18]([Cl:24])[CH:17]=3)=[N:4][N:3]=2)[CH2:26][CH2:27]1)=[O:30])([CH3:35])([CH3:33])[CH3:34]. Reported procedure: 1-Chloro-4-(3-chloro-4-methoxybenzyl)amino-6-cyanophthalazine (2 g) prepared in Example 1 and t-butyl isonipecotate (2 g) were dissolved in 20 ml of N-methyl-2-pyrrolidone. The obtained solution was heated at 170° C. for 5 hours and cooled, followed by the addition of water. The obtained mixture was extracted with ethyl acetate. The organic phase was washed with water, dried over anhydrous magnesium sulfate and concentrated in a vacuum. The obtained residue was subjected to silica gel column chr... The reactants are FC1=C(C=C2C(=CNC2=C1)I)C(=O)O (6-fluoro-3-iodo-1H-indole-5-carboxylic acid), [H-].[Na+] (NaH), ice, S(=O)(=O)(C1=CC=C(C)C=C1)Cl (TsCl). Run in CN(C)C=O (DMF). Run at time 30 minute. Yields the product FC1=C(C=C2C(=CN(C2=C1)S(=O)(=O)C1=CC=C(C)C=C1)I)C(=O)O (6-fluoro-3-iodo-1-tosyl-1H-indole-5-carboxylic acid). Yield: 87.8%. As a reaction SMILES: [F:1][C:2]1[CH:10]=[C:9]2[C:5]([C:6]([I:11])=[CH:7][NH:8]2)=[CH:4][C:3]=1[C:12]([OH:14])=[O:13].[H-].[Na+].[S:17](Cl)([C:20]1[CH:26]=[CH:25][C:23]([CH3:24])=[CH:22][CH:21]=1)(=[O:19])=[O:18]>CN(C=O)C>[F:1][C:2]1[CH:10]=[C:9]2[C:5]([C:6]([I:11])=[CH:7][N:8]2[S:17]([C:20]2[CH:26]=[CH:25][C:23]([CH3:24])=[CH:22][CH:21]=2)(=[O:19])=[O:18])=[CH:4][C:3]=1[C:12]([OH:14])=[O:13] |f:1.2|. Procedure details: A solution of 6-fluoro-3-iodo-1H-indole-5-carboxylic acid (650 mg, 2.13 mmol) in DMF (5 mL) at 0° C. was treated with NaH (60% dispersion in mineral oil, 0.213 g, 5.33 mmol). After 30 minutes at 0° C., TsCl (0.447 g, 2.34 mmol) was added in 1 portion and the reaction mixture was warmed slowly in the ice bath (reached ca. 10° C.). After 1.5 h, the reaction mixture was poured onto ice, and the pH adjusted to pH 5 with 2 N HCl causing precipitation of the product. It was then collected by filtratio...